Dataset: the Open Reaction Database (ORD), a public repository of structured organic reaction records. Task: describe an organic reaction: reactants, conditions, products, and yield The reactants are O=C1N(CCC1)CC(=O)O (2-oxo-1-pyrrolidineacetic acid), NCC(=O)N1C(NC(C1C)=O)(C)C (1-(2-aminoacetyl)-2,2,5-trimethyl-4-imidazolidinone). Yields the product O=C1N(CCC1)CC(=O)NCC(=O)N1C(NC(C1C)=O)(C)C (1-[2-(2-Oxo-1-pyrrolidineacetamido)acetyl]-2,2,5-trimethyl-4-imidazolidinone). RXN SMILES: [O:1]=[C:2]1[CH2:6][CH2:5][CH2:4][N:3]1[CH2:7][C:8]([OH:10])=O.[NH2:11][CH2:12][C:13]([N:15]1[CH:19]([CH3:20])[C:18](=[O:21])[NH:17][C:16]1([CH3:23])[CH3:22])=[O:14]>>[O:1]=[C:2]1[CH2:6][CH2:5][CH2:4][N:3]1[CH2:7][C:8]([NH:11][CH2:12][C:13]([N:15]1[CH:19]([CH3:20])[C:18](=[O:21])[NH:17][C:16]1([CH3:22])[CH3:23])=[O:14])=[O:10]. Procedure: The same procedure of example 11, starting form 2-oxo-1-pyrrolidineacetic acid and 1-(2-aminoacetyl)-2,2,5-trimethyl-4-imidazolidinone, gave the title compound, m.p. 213°-215° C. dec. The reactants are CCOC(C)=O, N#Cc1cccn1Cc1ccc(Cl)cc1N, Nc1cc(Cl)ccc1Cn1cccc1C(=O)O, C1CCOC1. The product is O=C1Nc2cc(Cl)ccc2Cn2cccc21. Reaction SMILES: [CH3:39][CH2:40][O:41][C:42](=[O:43])[CH3:44].[NH2:18][c:19]1[cH:20][c:21]([Cl:22])[cH:23][cH:24][c:25]1[CH2:26][n:27]1[cH:28][cH:29][cH:30][c:31]1[C:32]#[N:33].[NH2:1][c:2]1[c:3]([CH2:4][n:5]2[c:6]([C:10](=[O:11])[OH:12])[cH:7][cH:8][cH:9]2)[cH:13][cH:14][c:15]([Cl:17])[cH:16]1.[O:34]1[CH2:35][CH2:36][CH2:37][CH2:38]1>>[NH:1]1[c:2]2[c:3]([cH:13][cH:14][c:15]([Cl:17])[cH:16]2)[CH2:4][n:5]2[c:6]([cH:7][cH:8][cH:9]2)[C:10]1=[O:11]. Starting materials: Cl (hydrogen chloride), 0.5h, NC1=C2CCN(CC2=CC=C1)C (5-amino-2-methyl-1,2,3,4-tetrahydroisoquinoline), NC1=CC(=C(C(=O)O)C=C1Cl)OC (4-Amino-5-chloro-2-methoxybenzoic acid), Cl.CN(CCCN=C=NCC)C (1-(3-dimethylaminopropyl)-3-ethylcarbodiimide hydrochloride), ON1N=NC2=C1C=CC=C2 (1-hydroxybenzotriazole). Run in CO (methanol), ClCCl (dichloromethane), CN(C)C=O (DMF). Reaction conditions: time 18 hour. Yields the product Cl.CN1CC2=CC=CC(=C2CC1)NC(C1=C(C=C(C(=C1)Cl)N)OC)=O (N-(2-Methyl-1,2,3,4-tetrahydroisoquinolin-5-yl)-4-amino-5-chloro-2-methoxy-benzamide Hydrochloride). Yield: 36.5%. RXN SMILES: [NH2:1][C:2]1[C:10]([Cl:11])=[CH:9][C:5]([C:6]([OH:8])=O)=[C:4]([O:12][CH3:13])[CH:3]=1.Cl.CN(C)CCCN=C=NCC.ON1C2C=CC=CC=2N=N1.[NH2:36][C:37]1[CH:46]=[CH:45][CH:44]=[C:43]2[C:38]=1[CH2:39][CH2:40][N:41]([CH3:47])[CH2:42]2.Cl>CN(C=O)C.CO.ClCCl>[ClH:11].[CH3:47][N:41]1[CH2:40][CH2:39][C:38]2[C:43](=[CH:44][CH:45]=[CH:46][C:37]=2[NH:36][C:6](=[O:8])[C:5]2[CH:9]=[C:10]([Cl:11])[C:2]([NH2:1])=[CH:3][C:4]=2[O:12][CH3:13])[CH2:42]1 |f:1.2,9.10|. Reported procedure: 4-Amino-5-chloro-2-methoxybenzoic acid (2.08 g, 11.1 mmol), 1-(3-dimethylaminopropyl)-3-ethylcarbodiimide hydrochloride (1.77 g 9.24 mmol) and 1-hydroxybenzotriazole (1.25 g, 9.24 mmol) were dissolved in dry DMF (40 ml) and stirred at room temperature under argon for 0.5h before 5-amino-2-methyl-1,2,3,4-tetrahydroisoquinoline (1.5 g, 9.24 mmol) was added. The mixture was then stirred for 18 h under argon at room temperature. The DMF was removed in vacuo and the residue taken up into ethyl acetha... Product: CC(=O)Oc1ccc(Br)cc1C(=O)O. Reactants: O=C(O)c1cc(Br)ccc1O, CC(=O)OC(C)=O, O, O=S(=O)(O)O. As a reaction SMILES: [Br:6][c:7]1[cH:8][cH:9][c:10]([OH:16])[c:11]([C:12](=[O:13])[OH:14])[cH:15]1.[CH3:17][C:18](=[O:19])[O:20][C:21](=[O:22])[CH3:23].[OH2:24].[S:1](=[O:2])(=[O:3])([OH:4])[OH:5]>>[Br:6][c:7]1[cH:8][cH:9][c:10]([O:16][C:18]([CH3:17])=[O:19])[c:11]([C:12](=[O:13])[OH:14])[cH:15]1. Starting materials: O=S(Cl)Cl (SOCl2), BrC=1C=C(C=NC1)CO ((5-bromo-pyridin-3-yl)-methanol), [C-]#N.[K+] (potassium cyanide), CO (MeOH). The solvent is O (water). Reaction conditions: temperature 0 celsius. Yields the product BrC=1C=C(C=NC1)CC#N ((5-Bromo-pyridin-3-yl)-acetonitrile). As a reaction SMILES: O=S(Cl)Cl.[Br:5][C:6]1[CH:7]=[C:8]([CH2:12]O)[CH:9]=[N:10][CH:11]=1.[C-:14]#[N:15].[K+].CO>O>[Br:5][C:6]1[CH:7]=[C:8]([CH2:12][C:14]#[N:15])[CH:9]=[N:10][CH:11]=1 |f:2.3|. Procedure: To SOCl2 (26.7 ml) cooled with an ice-bath was added portionwise (5-bromo-pyridin-3-yl)-methanol (ABCR, Karlsruhe, Germany, 26.6 mmol). The RM was refluxed for 1 h then was cooled at 0° C. and quenched with diethyl ether. The resulting precipitate was filtered, washed with cooled diethyl ether and dried under vacuum at 50° C. The solid was mixed with potassium cyanide (64.5 mmol), MeOH (35 ml) and water (14 ml) and the RM was refluxed for 2 h. The RM was cooled, quenched with aqueous K2CO3 and e... The reactants are OB(O)c1ccc(-c2ccc(Br)cc2)cc1, Cc1ccccc1, Ic1c2ccccc2c(-c2ccccc2)c2ccccc12, [Na+], [Na+], O=C([O-])[O-], c1ccc(P(c2ccccc2)(c2ccccc2)[Pd](P(c2ccccc2)(c2ccccc2)c2ccccc2)(P(c2ccccc2)(c2ccccc2)c2ccccc2)P(c2ccccc2)(c2ccccc2)c2ccccc2)cc1. Product: Brc1ccc(-c2ccc(-c3c4ccccc4c(-c4ccccc4)c4ccccc34)cc2)cc1. As a reaction SMILES: [Br:22][c:23]1[cH:24][cH:25][c:26](-[c:29]2[cH:30][cH:31][c:32]([B:35]([OH:36])[OH:37])[cH:33][cH:34]2)[cH:27][cH:28]1.[CH3:121][c:122]1[cH:123][cH:124][cH:125][cH:126][cH:127]1.[I:1][c:2]1[c:3]2[cH:4][cH:5][cH:6][cH:7][c:8]2[c:9](-[c:16]2[cH:17][cH:18][cH:19][cH:20][cH:21]2)[c:10]2[cH:11][cH:12][cH:13][cH:14][c:15]12.[Na+:38].[Na+:39].[O-:40][C:41](=[O:42])[O-:43].[cH:44]1[cH:45][cH:46][c:47]([P:48]([Pd:49]([P:50]([c:51]2[cH:52][cH:53][cH:54][cH:55][cH:56]2)([c:57]2[cH:58][cH:59][cH:60][cH:61][cH:62]2)[c:63]2[cH:64][cH:65][cH:66][cH:67][cH:68]2)([P:69]([c:70]2[cH:71][cH:72][cH:73][cH:74][cH:75]2)([c:76]2[cH:77][cH:78][cH:79][cH:80][cH:81]2)[c:82]2[cH:83][cH:84][cH:85][cH:86][cH:87]2)[P:88]([c:89]2[cH:90][cH:91][cH:92][cH:93][cH:94]2)([c:95]2[cH:96][cH:97][cH:98][cH:99][cH:100]2)[c:101]2[cH:102][cH:103][cH:104][cH:105][cH:106]2)([c:107]2[cH:108][cH:109][cH:110][cH:111][cH:112]2)[c:113]2[cH:114][cH:115][cH:116][cH:117][cH:118]2)[cH:119][cH:120]1>>[c:2]1(-[c:32]2[cH:31][cH:30][c:29](-[c:26]3[cH:25][cH:24][c:23]([Br:22])[cH:28][cH:27]3)[cH:34][cH:33]2)[c:3]2[cH:4][cH:5][cH:6][cH:7][c:8]2[c:9](-[c:16]2[cH:17][cH:18][cH:19][cH:20][cH:21]2)[c:10]2[cH:11][cH:12][cH:13][cH:14][c:15]12. Reactants: O=C(O)Cc1ccc(Br)cc1, C=CC(=O)OCC, CC(=O)[O-], CC(=O)[O-], CCOC(C)=O, CCN(C(C)C)C(C)C, Cl, CN(C)C=O, [Pd+2], c1ccc(P(c2ccccc2)c2ccccc2)cc1. The product is CCOC(=O)C=Cc1ccc(CC(=O)O)cc1. Reaction SMILES: [Br:1][c:2]1[cH:3][cH:4][c:5]([CH2:8][C:9](=[O:10])[OH:11])[cH:6][cH:7]1.[C:12]([CH:13]=[CH2:14])(=[O:15])[O:16][CH2:17][CH3:18].[C:53]([O-:54])(=[O:55])[CH3:56].[C:57]([O-:58])(=[O:59])[CH3:60].[CH3:62][CH2:63][O:64][C:65](=[O:66])[CH3:67].[CH:38]([N:39]([CH:40]([CH3:41])[CH3:42])[CH2:43][CH3:44])([CH3:45])[CH3:46].[ClH:47].[O:48]=[CH:49][N:50]([CH3:51])[CH3:52].[Pd+2:61].[c:19]1([P:20]([c:21]2[cH:22][cH:23][cH:24][cH:25][cH:26]2)[c:27]2[cH:28][cH:29][cH:30][cH:31][cH:32]2)[cH:33][cH:34][cH:35][cH:36][cH:37]1>>[c:2]1([CH:14]=[CH:13][C:12](=[O:15])[O:16][CH2:17][CH3:18])[cH:3][cH:4][c:5]([CH2:8][C:9](=[O:10])[OH:11])[cH:6][cH:7]1.